Dataset: the Open Reaction Database (ORD), a public repository of structured organic reaction records. Task: describe an organic reaction: reactants, conditions, products, and yield Starting materials: O1CCOC12CN(CC2)CC=2NC(C1=C(N2)C=C(S1)C=1C=NNC1C)=O (2-(1,4-dioxa-7-azaspiro[4.4]non-7-ylmethyl)-6-(5-methyl-1H-pyrazol-4-yl)thieno[3,2-d]pyrimidin-4(3H)-one), Cl (hydrochloric acid), C(O)([O-])=O.[Na+] (sodium hydrogen carbonate). The solvent is CC(C)O (propan-2-ol). Run at temperature 90 celsius. The product is CC1=C(C=NN1)C1=CC=2N=C(NC(C2S1)=O)CN1CC(CC1)=O (6-(5-methyl-1H-pyrazol-4-yl)-2-[(3-oxopyrrolidin-1-yl)methyl]thieno[3,2-d]pyrimidin-4(3H)-one). The yield is 86.9%. RXN SMILES: O1[C:5]2([CH2:9][CH2:8][N:7]([CH2:10][C:11]3[NH:12][C:13](=[O:26])[C:14]4[S:19][C:18]([C:20]5[CH:21]=[N:22][NH:23][C:24]=5[CH3:25])=[CH:17][C:15]=4[N:16]=3)[CH2:6]2)[O:4]CC1.Cl.C(=O)([O-])O.[Na+]>CC(O)C>[CH3:25][C:24]1[NH:23][N:22]=[CH:21][C:20]=1[C:18]1[S:19][C:14]2[C:13](=[O:26])[NH:12][C:11]([CH2:10][N:7]3[CH2:8][CH2:9][C:5](=[O:4])[CH2:6]3)=[N:16][C:15]=2[CH:17]=1 |f:2.3|. Procedure: A mixture of 2-(1,4-dioxa-7-azaspiro[4.4]non-7-ylmethyl)-6-(5-methyl-1H-pyrazol-4-yl)thieno[3,2-d]pyrimidin-4(3H)-one (150 mg) produced in Example 39, step D, 6M hydrochloric acid (3 mL) and propan-2-ol (3 mL) was stirred with heating at 90° C. for 5 hr. Saturated aqueous sodium hydrogen carbonate (20 mL) was added to the reaction mixture, and the precipitated solid was collected by filtration, and washed successively with ethyl acetate (3 mL) and water (3 mL). The obtained pale-brown solid was ... Run at temperature 160 celsius. Procedure details: With stirring, a mixture of 0.643 g of methyl 3-(4-methoxypyridin-2-yl)propionate (starting material A2), 0.359 g of 2,3-diaminopyridine and 10 g of polyphosphoric acid (PPA) is heated at 160° C. for 1 h. After cooling, the mixture is poured into about 50 ml of ice-water and then neutralized (pH 7–8) using 6N aqueous sodium hydroxide solution. The mixture is extracted three times with dichloromethane/methanol 9:1, the combined organic phases are evaporated to dryness and the residue is chromatog... As a reaction SMILES: [CH3:1][O:2][C:3]1[CH:8]=[CH:7][N:6]=[C:5]([CH2:9][CH2:10][C:11](OC)=O)[CH:4]=1.[NH2:15][C:16]1[C:21]([NH2:22])=[CH:20][CH:19]=[CH:18][N:17]=1.[OH-].[Na+]>>[CH3:1][O:2][C:3]1[CH:8]=[CH:7][N:6]=[C:5]([CH2:9][CH2:10][C:11]2[NH:15][C:16]3=[N:17][CH:18]=[CH:19][CH:20]=[C:21]3[N:22]=2)[CH:4]=1 |f:2.3|. Yield: 43.0%. The reactants are COC1=CC(=NC=C1)CCC(=O)OC (methyl 3-(4-methoxypyridin-2-yl)propionate), COC1=CC(=NC=C1)CCC(=O)OC (methyl 3-(4-methoxypyridin-2-yl)propionate), NC1=NC=CC=C1N (2,3-diaminopyridine), polyphosphoric acid, [OH-].[Na+] (sodium hydroxide). Run in ice water. Yields the product COC1=CC(=NC=C1)CCC1=NC=2C(=NC=CC2)N1 (2-[2-(4-Methoxypyridin-2-yl)ethyl]-3H-imidazo[4,5-b]pyridine). Reactants: C([O-])([O-])=O.[K+].[K+] (potassium carbonate), C(CC(O)(C(=O)O)CC(=O)O)(=O)O (citric acid), FC(CC(C(OC)OC)N(C([C@@H](NC([C@@H](N)C(C)(C)C)=O)CC(C)C)=O)CC1=C(C=C(OCCCCC(=O)OCC)C=C1OC)OC)(F)F (ethyl 5-[4-[[N-[3,3,3-trifluoro-1(RS)-(dimethoxymethyl)propyl]-N-[N-(3-methyl-L-valyl)-L-leucyl]-amino]methyl]-3,5-dimethoxyphenoxy]-valerate), C1=CC=CC=2C3=CC=CC=C3C(C12)COC(=O)ON1C(CCC1=O)=O (N-[(9-fluorenyl)-methoxycarbonyloxy]-succinimide). Run in O (water), CO (methanol). Conditions: time 2 day. Yields the product C1=CC=CC=2C3=CC=CC=C3C(C12)COC(=O)N[C@@H](C(C)(C)C)C(=O)N[C@@H](CC(C)C)C(=O)N(C(CC(F)(F)F)C(OC)OC)CC1=C(C=C(OCCCCC(=O)O)C=C1OC)OC (5-[4-[[N-[N-[N-[(9-fluorenyl)methoxycarbonyl]-3-methyl-L-valyl]-L-leucyl]-N-[3,3,3-trifluoro-1(RS)-(dimethoxymethyl)propyl]amino]methyl]-3,5-dimethoxyphenoxy]valeric acid). Yield: 99.6%. RXN SMILES: [F:1][C:2]([F:49])([F:48])[CH2:3][CH:4]([N:10]([CH2:27][C:28]1[C:43]([O:44][CH3:45])=[CH:42][C:31]([O:32][CH2:33][CH2:34][CH2:35][CH2:36][C:37]([O:39]CC)=[O:38])=[CH:30][C:29]=1[O:46][CH3:47])[C:11](=[O:26])[C@H:12]([CH2:22][CH:23]([CH3:25])[CH3:24])[NH:13][C:14](=[O:21])[C@H:15]([C:17]([CH3:20])([CH3:19])[CH3:18])[NH2:16])[CH:5]([O:8][CH3:9])[O:6][CH3:7].[C:50](=O)([O-])[O-:51].[K+].[K+].[CH:56]1[C:68]2[CH:67]([CH2:69][O:70]C(ON3C(=O)CCC3=O)=O)[C:66]3[C:61](=[CH:62][CH:63]=[CH:64][CH:65]=3)[C:60]=2[CH:59]=[CH:58][CH:57]=1.C(O)(=O)CC(CC(O)=O)(C(O)=O)O>CO.O>[CH:65]1[C:66]2[CH:67]([CH2:69][O:70][C:50]([NH:16][C@H:15]([C:14]([NH:13][C@H:12]([C:11]([N:10]([CH2:27][C:28]3[C:43]([O:44][CH3:45])=[CH:42][C:31]([O:32][CH2:33][CH2:34][CH2:35][CH2:36][C:37]([OH:39])=[O:38])=[CH:30][C:29]=3[O:46][CH3:47])[CH:4]([CH:5]([O:8][CH3:9])[O:6][CH3:7])[CH2:3][C:2]([F:48])([F:1])[F:49])=[O:26])[CH2:22][CH:23]([CH3:24])[CH3:25])=[O:21])[C:17]([CH3:20])([CH3:18])[CH3:19])=[O:51])[C:68]3[C:60](=[CH:59][CH:58]=[CH:57][CH:56]=3)[C:61]=2[CH:62]=[CH:63][CH:64]=1 |f:1.2.3|. Reported procedure: 4.0 g (5.7 mmol) of ethyl 5-[4-[[N-[3,3,3-trifluoro-1(RS)-(dimethoxymethyl)propyl]-N-[N-(3-methyl-L-valyl)-L-leucyl]-amino]methyl]-3,5-dimethoxyphenoxy]-valerate were dissolved in 40 ml of methanol. 2.4 g (17.3 mmol) of potassium carbonate and 8.0 ml of water were then added and the mixture was stirred for 2 days at room temperature. The solvent was removed by evaporation and the residue was dissolved in 20 ml of water and 20 ml of dioxan. 2.9 g (8.6 mmol) of N-[(9-fluorenyl)-methoxycarbonyloxy]... The reactants are CC=1N=C(OC1)CC1=C(C=CC(=C1)NC(C(F)(F)F)=O)S(=O)(=O)Cl (2-((4-methyloxazol-2-yl)methyl)-4-(2,2,2-trifluoroacetamido)benzene-1-sulfonyl chloride), NC=1C=CC2=C(B(OC2)O)C1 (6-aminobenzo[c][1,2]oxaborol-1(3H)-ol), N1=CC=CC=C1 (pyridine). Solvent: C(C)#N (ACN). Reaction conditions: time 3 hour. Yields the product NC1=CC(=C(C=C1)S(=O)(=O)NC=1C=CC2=C(B(OC2)O)C1)CC=1OC=C(N1)C (4-Amino-N-(1-hydroxy-1,3-dihydrobenzo[c][1,2]oxaborol-6-yl)-2-((4-methyloxazol-2-yl)methyl)benzenesulfonamide), residue. The yield is 94.0%. Reaction SMILES: [CH3:1][C:2]1[N:3]=[C:4]([CH2:7][C:8]2[CH:13]=[C:12]([NH:14]C(=O)C(F)(F)F)[CH:11]=[CH:10][C:9]=2[S:21](Cl)(=[O:23])=[O:22])[O:5][CH:6]=1.[NH2:25][C:26]1[CH:27]=[CH:28][C:29]2[CH2:33][O:32][B:31]([OH:34])[C:30]=2[CH:35]=1.N1C=CC=CC=1>C(#N)C>[NH2:14][C:12]1[CH:11]=[CH:10][C:9]([S:21]([NH:25][C:26]2[CH:27]=[CH:28][C:29]3[CH2:33][O:32][B:31]([OH:34])[C:30]=3[CH:35]=2)(=[O:22])=[O:23])=[C:8]([CH2:7][C:4]2[O:5][CH:6]=[C:2]([CH3:1])[N:3]=2)[CH:13]=1. Procedure details: To a stirred solution of 2-((4-methyloxazol-2-yl)methyl)-4-(2,2,2-trifluoroacetamido)benzene-1-sulfonyl chloride (180 mg, 0.47 mmol) and 6-aminobenzo[c][1,2]oxaborol-1(3H)-ol (106 mg, 0.71 mmol) in 10 mL of ACN was added pyridine (114 uL, 1.41 mmol) dropwise. The reaction mixture was stirred at room temperature for 3 hours. After the mixture was concentrated, the residue was extracted with ethyl acetate and washed with water, 1N HCl and brine. The organic layer was dried over Na2SO4 and concentr...